Dataset: the Open Reaction Database (ORD), a public repository of structured organic reaction records. Task: describe an organic reaction: reactants, conditions, products, and yield The reactants are ClC=1C=C2N=C3C=CC(=CC3=C(C2=CC1)Cl)OC (6,9-dichloro-2-methoxyacridine), Cl.C1(CC1)N(CCCCN)CC (N1-cyclopropyl-N1-ethylbutane-1,4-diamine HCl salt), C(C)(C)N(CC)C(C)C (diisopropyethylamine). Yields the product ClC=1C=C2N=C3C=CC(=CC3=C(C2=CC1)NCCCCN(CC)C1CC1)OC (N1-(6-Chloro-2-methoxyacridin-9-yl)-N4-cyclopropyl-N4-ethylbutane-1,4-diamine). As a reaction SMILES: [Cl:1][C:2]1[CH:3]=[C:4]2[C:13](=[CH:14][CH:15]=1)[C:12](Cl)=[C:11]1[C:6]([CH:7]=[CH:8][C:9]([O:17][CH3:18])=[CH:10]1)=[N:5]2.Cl.[CH:20]1([N:23]([CH2:29][CH3:30])[CH2:24][CH2:25][CH2:26][CH2:27][NH2:28])[CH2:22][CH2:21]1.C(N(C(C)C)CC)(C)C>>[Cl:1][C:2]1[CH:3]=[C:4]2[C:13](=[CH:14][CH:15]=1)[C:12]([NH:28][CH2:27][CH2:26][CH2:25][CH2:24][N:23]([CH:20]1[CH2:22][CH2:21]1)[CH2:29][CH3:30])=[C:11]1[C:6]([CH:7]=[CH:8][C:9]([O:17][CH3:18])=[CH:10]1)=[N:5]2 |f:1.2|. Procedure: Following the general procedure of Example 1 and making non-critical variations but using 6,9-dichloro-2-methoxyacridine, N1-cyclopropyl-N1-ethylbutane-1,4-diamine HCl salt (Step 2) and diisopropyethylamine (4 eq), the title compound was obtained; MS (Found M+1=398). Run in Cl (HCl), O (water). Reported procedure: 6.5 g (99.8 mmol) potassium cyanide were added to a solution of 10.0 g (96.9 mmol) tetrahydropyran-4-one and 17.1 g (97.0 mmol) 1-benzyl-piperazine in 25 mL 4 M HCl and 50 mL water while cooling with ice and the reaction mixture was stirred for 40 h at RT. The precipitate formed was suction filtered, washed with water and dried. Run at time 40 hour. Product: C(C1=CC=CC=C1)N1CCN(CC1)C1(CCOCC1)C#N (4-(4-benzyl-piperazin-1-yl)-tetrahydropyran-4-carbonitrile). As a reaction SMILES: [C-:1]#[N:2].[K+].[O:4]1[CH2:9][CH2:8][C:7](=O)[CH2:6][CH2:5]1.[CH2:11]([N:18]1[CH2:23][CH2:22][NH:21][CH2:20][CH2:19]1)[C:12]1[CH:17]=[CH:16][CH:15]=[CH:14][CH:13]=1>Cl.O>[CH2:11]([N:18]1[CH2:23][CH2:22][N:21]([C:7]2([C:1]#[N:2])[CH2:8][CH2:9][O:4][CH2:5][CH2:6]2)[CH2:20][CH2:19]1)[C:12]1[CH:13]=[CH:14][CH:15]=[CH:16][CH:17]=1 |f:0.1|. The reactants are [C-]#N.[K+] (potassium cyanide), O1CCC(CC1)=O (tetrahydropyran-4-one), C(C1=CC=CC=C1)N1CCNCC1 (1-benzyl-piperazine). Reported procedure: This compound was prepared via the reductive amination method described in 49.2, by reaction of (R)-3-tert-butyloxycarbonylaminopyrrolidine with 2-naphthaldehyde. The residue is purified on a column of silica (eluent: from 100/0 to 90/10 (v/v) dichloromethane/methanol). Product: C1=C(C=CC2=CC=CC=C12)CN1C[C@@H](CC1)NC(=O)OC(C)(C)C ((3R)-1-(Naphthalen-2-ylmethyl)-3-tert-butyloxycarbonylaminopyrrolidine). Reactants: C(C)(C)(C)OC(=O)N[C@H]1CNCC1 ((R)-3-tert-butyloxycarbonylaminopyrrolidine), C1=C(C=CC2=CC=CC=C12)C=O (2-naphthaldehyde). As a reaction SMILES: [C:1]([O:5][C:6]([NH:8][C@@H:9]1[CH2:13][CH2:12][NH:11][CH2:10]1)=[O:7])([CH3:4])([CH3:3])[CH3:2].[CH:14]1[C:23]2[C:18](=[CH:19][CH:20]=[CH:21][CH:22]=2)[CH:17]=[CH:16][C:15]=1[CH:24]=O>>[CH:14]1[C:23]2[C:18](=[CH:19][CH:20]=[CH:21][CH:22]=2)[CH:17]=[CH:16][C:15]=1[CH2:24][N:11]1[CH2:12][CH2:13][C@@H:9]([NH:8][C:6]([O:5][C:1]([CH3:4])([CH3:2])[CH3:3])=[O:7])[CH2:10]1. Reactants: CC=1C=CC=CC1C (o-xylene), 22B, C(C)(C)(C)C=1C=C(C2=C(C(C(O2)=O)O)C1)C(C)(C)C (5,7-di-tert-butyl-3-hydroxy-3H-benzofuran-2-one), C(C)(C)(C)C=1C=C(C2=C(C(C(O2)=O)O)C1)C(C)(C)C (5,7-di-tert-butyl-3-hydroxy-3H-benzofuran-2-one). Solvent: O (water). Product: O1C(CC2=C1C=CC=C2)=O (3H-benzofuran-2-one), compound ( 103 ). Reaction SMILES: C([C:5]1[CH:6]=[C:7](C(C)(C)C)[C:8]2[O:12][C:11](=[O:13])[CH:10](O)[C:9]=2[CH:15]=1)(C)(C)C.CC1C=CC=CC=1C>O>[O:12]1[C:8]2[CH:7]=[CH:6][CH:5]=[CH:15][C:9]=2[CH2:10][C:11]1=[O:13]. Procedure: To a solution of 262.3 g (1.00 mol) of 5,7-di-tert-butyl-3-hydroxy-3H-benzofuran-2-one (compound (201), Table 2, Example la) in 500 ml (4.05 mol) of o-xylene are added 40 g of Fulcat 22B and the mixture is refluxed for 1.5 hours on a water separator. The Fulcat 22B catalyst is then removed by filtration and excess p-xylene is removed by distillation on a vacuum rotary evaporator. Crystallisation of the residue from 500 ml of methanol yields 244 g (69%) of 3-(3,4-dimethylphenyl)-5,7-di-tert-butyl... Reactants: CCI, CC(C)C(=O)c1c(C(C)C)nn2ccccc12, [Cl-], [Mg], [NH4+], c1ccccc1. The product is CCC(O)(c1c(C(C)C)nn2ccccc12)C(C)C. As a reaction SMILES: [CH2:2]([CH3:3])[I:4].[CH:5]([CH3:6])([CH3:7])[c:8]1[n:9][n:10]2[c:11]([cH:12][cH:13][cH:14][cH:15]2)[c:16]1[C:17]([CH:18]([CH3:19])[CH3:20])=[O:21].[Cl-:22].[Mg:1].[NH4+:23].[cH:24]1[cH:25][cH:26][cH:27][cH:28][cH:29]1>>[CH2:2]([CH3:3])[C:17]([c:16]1[c:8]([CH:5]([CH3:6])[CH3:7])[n:9][n:10]2[c:11]1[cH:12][cH:13][cH:14][cH:15]2)([CH:18]([CH3:19])[CH3:20])[OH:21]. RXN SMILES: [Cl:1][C:2]1[CH:20]=[CH:19][C:5]([C:6]([NH:8][NH:9][C:10]2[CH:15]=[CH:14][C:13]([N+:16]([O-])=O)=[CH:12][CH:11]=2)=[O:7])=[CH:4][CH:3]=1.Cl.[H][H]>C(O)C.[Pd]>[ClH:1].[Cl:1][C:2]1[CH:20]=[CH:19][C:5]([C:6]([NH:8][NH:9][C:10]2[CH:15]=[CH:14][C:13]([NH2:16])=[CH:12][CH:11]=2)=[O:7])=[CH:4][CH:3]=1 |f:5.6|. Reagents/catalysts: [Pd] (palladium on barium sulfate). Product: Cl.ClC1=CC=C(C(=O)NNC2=CC=C(C=C2)N)C=C1 (1-(4-Chlorobenzoyl)-2-(4-aminophenyl)hydrazine hydrochloride). Reactants: ClC1=CC=C(C(=O)NNC2=CC=C(C=C2)[N+](=O)[O-])C=C1 (1-(4-Chlorobenzoyl)-2-(4-nitrophenyl)hydrazine), Cl (hydrochloric acid), [H][H] (hydrogen). The solvent is C(C)O (ethanol). Procedure: 1-(4-Chlorobenzoyl)-2-(4-nitrophenyl)hydrazine (2.92g, 0.01 mole) and 5% palladium on barium sulfate (catalytic amount) were suspended in a mixture of ethanol (350 ml) and concentrated hydrochloric acid (5 ml) in a Parr shaker bottle. The reaction mixture was hydrogenated at room temperature until the theoretical amount of hydrogen had been taken up. The reaction mixture was filtered and the solvent was evaporated from the filtrate leaving a tan solid. Yield 2.9 g (99%), m.p. 209° C (dec.).